This data is from the Open Reaction Database (ORD), a public repository of structured organic reaction records. The task is: describe an organic reaction: reactants, conditions, products, and yield Starting materials: BrC=1C=C(C(=C(C1)N(C1CCN(CC1)C(=O)OC(C)(C)C)C)C)C(NCC=1C(NC(=CC1C)C)=O)=O (tert-butyl 4-((5-bromo-3-(((4,6-dimethyl-2-oxo-1,2-dihydropyridin-3-yl)methyl)carbamoyl)-2-methylphenyl)(methyl)amino)piperidin-1-carboxylate), C(=O)(C(F)(F)F)O (TFA). Run in C(Cl)Cl (DCM). Conditions: time 1 hour. The product is BrC=1C=C(C(=C(C(=O)NCC=2C(NC(=CC2C)C)=O)C1)C)N(C1CCNCC1)C (5-bromo-N-((4,6-dimethyl-2-oxo-1,2-dihydropyridin-3-yl)methyl)-2-methyl-3-(methyl(piperidine-4-yl)amino)benzamide). The yield is 81.6%. As a reaction SMILES: [Br:1][C:2]1[CH:3]=[C:4]([C:24](=[O:36])[NH:25][CH2:26][C:27]2[C:28](=[O:35])[NH:29][C:30]([CH3:34])=[CH:31][C:32]=2[CH3:33])[C:5]([CH3:23])=[C:6]([N:8]([CH3:22])[CH:9]2[CH2:14][CH2:13][N:12](C(OC(C)(C)C)=O)[CH2:11][CH2:10]2)[CH:7]=1.C(O)(C(F)(F)F)=O>C(Cl)Cl>[Br:1][C:2]1[CH:7]=[C:6]([N:8]([CH3:22])[CH:9]2[CH2:14][CH2:13][NH:12][CH2:11][CH2:10]2)[C:5]([CH3:23])=[C:4]([CH:3]=1)[C:24]([NH:25][CH2:26][C:27]1[C:28](=[O:35])[NH:29][C:30]([CH3:34])=[CH:31][C:32]=1[CH3:33])=[O:36]. Reported procedure: A stirred solution of tert-butyl 4-((5-bromo-3-(((4,6-dimethyl-2-oxo-1,2-dihydropyridin-3-yl)methyl)carbamoyl)-2-methylphenyl)(methyl)amino)piperidin-1-carboxylate (1.3 g, 2.39 mmol) in DCM (10 mL) was cooled to 0° C. and TFA (2 mL) was added to it. Reaction mass was stirred at room temperature for 1 h. On completion, reaction was concentrated to dryness. Residue was basified with aqueous sodium bicarbonate till pH 8 and aqueous layer extracted with 20% MeOH/DCM. Combined organic layers were dri... Reactants: CC(=O)c1ncn2ccsc12, [Li]CCCC, CCCC[Sn](Cl)(CCCC)CCCC, C1CCOC1, CCCCCC, [Cl-], [NH4+]. Yields the product CCCC[Sn](CCCC)(CCCC)c1cn2cnc(C(C)=O)c2s1. Reaction SMILES: [C:1]([CH3:2])(=[O:3])[c:4]1[n:5][cH:6][n:7]2[c:8]1[s:9][cH:10][cH:11]2.[CH2:18]([Li:19])[CH2:20][CH2:21][CH3:22].[CH2:23]([CH2:24][CH2:25][CH3:26])[Sn:27]([CH2:28][CH2:29][CH2:30][CH3:31])([CH2:32][CH2:33][CH2:34][CH3:35])[Cl:36].[CH2:39]1[O:40][CH2:41][CH2:42][CH2:43]1.[CH3:12][CH2:13][CH2:14][CH2:15][CH2:16][CH3:17].[Cl-:37].[NH4+:38]>>[C:1]([CH3:2])(=[O:3])[c:4]1[n:5][cH:6][n:7]2[c:8]1[s:9][c:10]([Sn:27]([CH2:23][CH2:24][CH2:25][CH3:26])([CH2:28][CH2:29][CH2:30][CH3:31])[CH2:32][CH2:33][CH2:34][CH3:35])[cH:11]2. Starting materials: COC(=O)c1ccc(NC(=O)C(CC2CCCC2)c2ccc(-c3cccc4ccccc34)cc2)nc1, CO, [Na+], [OH-]. Yields the product O=C(O)c1ccc(NC(=O)C(CC2CCCC2)c2ccc(-c3cccc4ccccc34)cc2)nc1. As a reaction SMILES: [CH3:1][O:2][C:3]([c:4]1[cH:5][n:6][c:7]([NH:10][C:11]([CH:12]([CH2:13][CH:14]2[CH2:15][CH2:16][CH2:17][CH2:18]2)[c:19]2[cH:20][cH:21][c:22](-[c:25]3[cH:26][cH:27][cH:28][c:29]4[cH:30][cH:31][cH:32][cH:33][c:34]34)[cH:23][cH:24]2)=[O:35])[cH:8][cH:9]1)=[O:36].[CH3:39][OH:40].[Na+:38].[OH-:37]>>[O:2]=[C:3]([c:4]1[cH:5][n:6][c:7]([NH:10][C:11]([CH:12]([CH2:13][CH:14]2[CH2:15][CH2:16][CH2:17][CH2:18]2)[c:19]2[cH:20][cH:21][c:22](-[c:25]3[cH:26][cH:27][cH:28][c:29]4[cH:30][cH:31][cH:32][cH:33][c:34]34)[cH:23][cH:24]2)=[O:35])[cH:8][cH:9]1)[OH:36].